describe an organic reaction: reactants, conditions, products, and yield From a dataset of the Open Reaction Database (ORD), a public repository of structured organic reaction records. Reaction SMILES: [CH2:16]1[O:17][CH2:18][CH2:19][CH2:20]1.[CH:1](=[O:2])[NH:3][NH2:4].[F:5][c:6]1[c:7]([CH2:8][N:9]=[C:10]=[O:11])[cH:12][cH:13][cH:14][cH:15]1>>[CH:1](=[O:2])[NH:3][NH:4][C:10]([NH:9][CH2:8][c:7]1[c:6]([F:5])[cH:15][cH:14][cH:13][cH:12]1)=[O:11]. Reactants: C1CCOC1, NNC=O, O=C=NCc1ccccc1F. Yields the product O=CNNC(=O)NCc1ccccc1F. The reactants are Compound 57, N1C(=O)NC(=O)C=C1 (uracil), C(=O)(O)[O-].[Na+] (NaHCO3), C(C1=CC=CC=C1)(=O)O[C@H]1[C@](OC(C2=CC=CC=C2)=O)([C@H](OC(C2=CC=CC=C2)=O)[C@H](O1)COC(C1=CC=CC=C1)=O)C (1,2,3,5-tetra-O-benzoyl-2-C-methyl-β-D-ribofuranose). The solvent is C(C)#N (acetonitrile), CCOC(=O)C (EtOAc), C(C)#N (acetonitrile). Run at temperature 100 celsius, time 30 minute. Yields the product C(C1=CC=CC=C1)(=O)O[C@]1([C@@H](O[C@@H]([C@H]1OC(C1=CC=CC=C1)=O)COC(C1=CC=CC=C1)=O)N1C(=O)NC(=O)C=C1)C (2′,3′,5′-tri-O-benzoyl-2′-C-methyluridine). Yield: 80.0%. As a reaction SMILES: [NH:1]1[CH:8]=[CH:7][C:5](=[O:6])[NH:4][C:2]1=[O:3].C(O[C@@H:18]1[O:40][C@H:39]([CH2:41][O:42][C:43](=[O:50])[C:44]2[CH:49]=[CH:48][CH:47]=[CH:46][CH:45]=2)[C@@H:29]([O:30][C:31](=[O:38])[C:32]2[CH:37]=[CH:36][CH:35]=[CH:34][CH:33]=2)[C@@:19]1([CH3:51])[O:20][C:21](=[O:28])[C:22]1[CH:27]=[CH:26][CH:25]=[CH:24][CH:23]=1)(=O)C1C=CC=CC=1.C([O-])(O)=O.[Na+]>C(#N)C.CCOC(C)=O>[C:21]([O:20][C@:19]1([CH3:51])[C@H:29]([O:30][C:31](=[O:38])[C:32]2[CH:37]=[CH:36][CH:35]=[CH:34][CH:33]=2)[C@@H:39]([CH2:41][O:42][C:43](=[O:50])[C:44]2[CH:45]=[CH:46][CH:47]=[CH:48][CH:49]=2)[O:40][C@H:18]1[N:1]1[CH:8]=[CH:7][C:5](=[O:6])[NH:4][C:2]1=[O:3])(=[O:28])[C:22]1[CH:27]=[CH:26][CH:25]=[CH:24][CH:23]=1 |f:2.3|. Reported procedure: Compound 57 may be prepared according to Scheme 7, above. To a solution of uracil (4 g) in acetonitrile (120 ml) was added BSA (18 ml) and the mixture was stirred at 100° C. for 30 minutes. After cooling to room temperature, 1,2,3,5-tetra-O-benzoyl-2-C-methyl-β-D-ribofuranose (10 g) in acetonitrile (120 ml) and 5 nCl4 (7 ml) were added. The reaction mixture was stirred at 100° C. for 4 hours. The mixture was diluted with EtOAc and a saturated solution of NaHCO3 was added at 0° C. followed by fil... Starting materials: C(C)OC(C(C(=O)OCC)(Br)CC)=O (ethyl 2-bromo-propanedioic acid diethyl ester), C(C)(=S)N (thioacetamide). Run in C1(=CC=CC=C1)C (toluene). Product: C(C)OC(=O)C1=C(N=C(S1)C)O (4-hydroxy-2-methyl-thiazole-5-carboxylic acid ethyl ester). The yield is 28.9%. RXN SMILES: C(O[C:4](=[O:14])[C:5](CC)(Br)[C:6]([O:8][CH2:9][CH3:10])=[O:7])C.[C:15]([NH2:18])(=[S:17])[CH3:16]>C1(C)C=CC=CC=1>[CH2:9]([O:8][C:6]([C:5]1[S:17][C:15]([CH3:16])=[N:18][C:4]=1[OH:14])=[O:7])[CH3:10]. Reported procedure: A mixture of ethyl 2-bromo-propanedioic acid diethyl ester (32.0 g, 133.2 mmol) and thioacetamide (10.0 g, 133.2 mmol) in toluene (130 ml) is refluxed for 4 h and then cooled. The insoluble material is filtered off and the filtrate is concentrated. The residue is suspended in diisopropyl ether and collected by filtration to give the 4-hydroxy-2-methyl-thiazole-5-carboxylic acid ethyl ester (7.2 g, 38.5 mmol, 29%).